This data is from the Open Reaction Database (ORD), a public repository of structured organic reaction records. The task is: describe an organic reaction: reactants, conditions, products, and yield The reactants are N(=O)[O-].[Na+] (sodium nitrite), cuprous chloride, Cl (hydrochloric acid), [OH-].[Na+] (sodium hydroxide), NC=1C(=CC=C2C(CN(CC12)CC1=CC=CC=C1)C1=CC(=C(C=C1)OC)OC)OC (8-amino-2-benzyl-7-methoxy-4-(3,4-dimethoxyphenyl)-1,2,3,4-tetrahydroisoquinoline), Cl (hydrochloric acid). The solvent is O (water). Product: C(C1=CC=CC=C1)N1CC2=C(C(=CC=C2C(C1)C1=CC(=C(C=C1)OC)OC)OC)Cl (2-benzyl-8-chloro-7-methoxy-4-(3,4-dimethoxyphenyl)-1,2,3,4-tetrahydroisoquinoline). Reaction SMILES: N[C:2]1[C:3]([O:29][CH3:30])=[CH:4][CH:5]=[C:6]2[C:11]=1[CH2:10][N:9]([CH2:12][C:13]1[CH:18]=[CH:17][CH:16]=[CH:15][CH:14]=1)[CH2:8][CH:7]2[C:19]1[CH:24]=[CH:23][C:22]([O:25][CH3:26])=[C:21]([O:27][CH3:28])[CH:20]=1.N([O-])=O.[Na+].[OH-].[Na+].[ClH:37]>O>[CH2:12]([N:9]1[CH2:8][CH:7]([C:19]2[CH:24]=[CH:23][C:22]([O:25][CH3:26])=[C:21]([O:27][CH3:28])[CH:20]=2)[C:6]2[C:11](=[C:2]([Cl:37])[C:3]([O:29][CH3:30])=[CH:4][CH:5]=2)[CH2:10]1)[C:13]1[CH:14]=[CH:15][CH:16]=[CH:17][CH:18]=1 |f:1.2,3.4|. Procedure details: 2.02 g of 8-amino-2-benzyl-7-methoxy-4-(3,4-dimethoxyphenyl)-1,2,3,4-tetrahydroisoquinoline was dissolved in 20% hydrochloric acid; and to the solution was added dropwise a solution of 0.38 g of sodium nitrite in 1.9 ml of water, under cooling. To the mixture was added dropwise a solution of 0.55 g of cuprous chloride in 11 ml of 20% hydrochloric acid. After the reaction was over, 4.84 g of sodium hydroxide was added to the mixture, and the mixture was extracted with chloroform 2 times. The chlo... Reactants: ClC1=C(C=C(C=C1)NC1=C2CCN(C(C2=CC=C1)=O)C[C@@H]1OC(OC1)(C)C)C=1NC(=CN1)C1=CC=CC=C1 ((S)-5-(4-chloro-3-(5-phenyl-1H-imidazol-2-yl)phenylamino)-2-((2,2-dimethyl-1,3-dioxolan-4-yl)methyl)-3,4-dihydroisoquinolin-1(2H)-one), C(=O)(C(F)(F)F)O (TFA). Solvent: C1CCOC1 (THF), O (water). Conditions: time 18 hour. The product is ClC1=C(C=C(C=C1)NC1=C2CCN(C(C2=CC=C1)=O)C[C@@H](CO)O)C=1NC(=CN1)C1=CC=CC=C1 ((S)-5-(4-Chloro-3-(5-phenyl-1H-imidazol-2-yl)phenylamino)-2-(2,3-dihydroxypropyl)-3,4-dihydroisoquinolin-1(2H)-one). Reaction SMILES: [Cl:1][C:2]1[CH:7]=[CH:6][C:5]([NH:8][C:9]2[CH:18]=[CH:17][CH:16]=[C:15]3[C:10]=2[CH2:11][CH2:12][N:13]([CH2:20][C@H:21]2[CH2:25][O:24]C(C)(C)[O:22]2)[C:14]3=[O:19])=[CH:4][C:3]=1[C:28]1[NH:29][C:30]([C:33]2[CH:38]=[CH:37][CH:36]=[CH:35][CH:34]=2)=[CH:31][N:32]=1.C(O)(C(F)(F)F)=O>C1COCC1.O>[Cl:1][C:2]1[CH:7]=[CH:6][C:5]([NH:8][C:9]2[CH:18]=[CH:17][CH:16]=[C:15]3[C:10]=2[CH2:11][CH2:12][N:13]([CH2:20][C@H:21]([OH:22])[CH2:25][OH:24])[C:14]3=[O:19])=[CH:4][C:3]=1[C:28]1[NH:29][C:30]([C:33]2[CH:38]=[CH:37][CH:36]=[CH:35][CH:34]=2)=[CH:31][N:32]=1. Reported procedure: To a solution of (S)-5-(4-chloro-3-(5-phenyl-1H-imidazol-2-yl)phenylamino)-2-((2,2-dimethyl-1,3-dioxolan-4-yl)methyl)-3,4-dihydroisoquinolin-1(2H)-one (210 mg, 0.40 mmol) in THF (1.6 ml) and water (0.4 ml) is added TFA (0.1 ml) at room temperature, and the reaction mixture is stirred for 18 hours. The reaction mixture is concentrated to dryness by rotary evaporation and the crude product is purified by preparative HPLC to afford (S)-5-(4-Chloro-3-(5-phenyl-1H-imidazol-2-yl)phenylamino)-2-(2,3-di... Reactants: COC(=O)C1=CC=C(COCCl)C=C1 (chloromethyl 4-methyloxycarbonylbenzyl ether), ClC=1C=NC(NC1)=O (5-chloropyrimidin-2-one). The product is COC(=O)C1=CC=C(COCN2C(N=CC(=C2)Cl)=O)C=C1 (1-(4-Methyloxycarbonylbenzyloxy)methyl-5-chloropyrimidin-2-one). Yield: 62.0%. RXN SMILES: [CH3:1][O:2][C:3]([C:5]1[CH:14]=[CH:13][C:8]([CH2:9][O:10][CH2:11]Cl)=[CH:7][CH:6]=1)=[O:4].[Cl:15][C:16]1[CH:17]=[N:18][C:19](=[O:22])[NH:20][CH:21]=1>>[CH3:1][O:2][C:3]([C:5]1[CH:14]=[CH:13][C:8]([CH2:9][O:10][CH2:11][N:20]2[CH:21]=[C:16]([Cl:15])[CH:17]=[N:18][C:19]2=[O:22])=[CH:7][CH:6]=1)=[O:4]. Procedure details: was prepared as described in Example 3 from chloromethyl 4-methyloxycarbonylbenzyl ether (see Preparation 13) (8.8 mmol) and 5-chloropyrimidin-2-one (8.8 mmol) in 62% yield, m.p. 172° C. 1H NMR (CDCl3): δ3.92 (OMe), 4.77 (CH2Ph), 5.38 (CH2O), 7.2-8.2 (Ph), 7.78 asnd 8.50 (H-4, H-6, J 4 Hz). Yields the product ClC1=C(C(=O)OCC)C=C(C=C1)NC(=O)NC1=C(CCC1)C(=O)OCC (ethyl 2-chloro-5-{3-[2-(ethoxycarbonyl)-1-cyclopenten-1-yl]ureido}-benzoate). Procedure details: 48.4 g of ethyl 2-chloro-5-ureido-benzoate and 31.2 g of ethyl cyclopentanone-2-carboxylate are heated under reflux for 6 hours in 500 ml of benzene and 2 g of toluene-4-sulphonic acid monohydrate. The water formed is removed by means of a water separator. The reaction mixture is subsequently evaporated to dryness, the residue is dissolved in 700 ml of diethyl ether and the solution is filtered. The filtrate is evaporated to dryness and the residue is purified by chromatography on 1.5 g of silic... Reaction SMILES: [Cl:1][C:2]1[CH:12]=[CH:11][C:10]([NH:13][C:14]([NH2:16])=[O:15])=[CH:9][C:3]=1[C:4]([O:6][CH2:7][CH3:8])=[O:5].[CH3:17][CH2:18][O:19][C:20]([CH:22]1[C:26](=O)[CH2:25][CH2:24][CH2:23]1)=[O:21].O>C1C=CC=CC=1.O.C1(C)C=CC(S(O)(=O)=O)=CC=1>[Cl:1][C:2]1[CH:12]=[CH:11][C:10]([NH:13][C:14]([NH:16][C:23]2[CH2:24][CH2:25][CH2:26][C:22]=2[C:20]([O:19][CH2:18][CH3:17])=[O:21])=[O:15])=[CH:9][C:3]=1[C:4]([O:6][CH2:7][CH3:8])=[O:5] |f:4.5|. Run in C1=CC=CC=C1 (benzene), O.C1(=CC=C(C=C1)S(=O)(=O)O)C (toluene-4-sulphonic acid monohydrate). The reactants are ClC1=C(C(=O)OCC)C=C(C=C1)NC(=O)N (ethyl 2-chloro-5-ureido-benzoate), CCOC(=O)C1CCCC1=O (ethyl cyclopentanone-2-carboxylate), O (water). Reactants: Cl (hydrochloric acid), C[O-].[Na+] (sodium methoxide), CC(=O)C1=CC(=C(C=C1N)OC)OC (2-amino-4,5-dimethoxyacetophenone), C(=O)OCC (Ethyl formate). Solvent: O (Water), O1CCCC1 (Tetrahydrofuran). Conditions: temperature 20 celsius, time 30 minute. Yields the product COC=1C=C2C(CC=NC2=CC1OC)=O (6,7-dimethoxy-4-quinolone). Isolated yield 99.4%. As a reaction SMILES: C[O-].[Na+].[CH3:4][C:5]([C:7]1[C:12]([NH2:13])=[CH:11][C:10]([O:14][CH3:15])=[C:9]([O:16][CH3:17])[CH:8]=1)=[O:6].[CH:18](OCC)=O.Cl>O.O1CCCC1>[CH3:17][O:16][C:9]1[CH:8]=[C:7]2[C:12](=[CH:11][C:10]=1[O:14][CH3:15])[N:13]=[CH:18][CH2:4][C:5]2=[O:6] |f:0.1|. Reported procedure: Tetrahydrofuran (THF) (5.3 L) and sodium methoxide (313 g) were added to 2-amino-4,5-dimethoxyacetophenone (337 g), and the mixture was stirred at 20° C. for 30 min. Ethyl formate (858 g) was added to the reaction solution at 0° C., and the mixture was stirred at 20° C. for one hr. Water (480 mL) was added thereto at 0° C., and the mixture was neutralized with 1 N hydrochloric acid. The resultant precipitate was collected by filtration, and the filtered product was slurried in water (2 L) for wa... Reactants: CC(C)(C)[O-], CCOC(C)=O, Clc1ncc(CCCCn2ccnn2)cn1, OCc1coc(C=Cc2ccc(C(F)(F)F)cc2F)n1, [Na+], C1CCOC1. Product: Fc1cc(C(F)(F)F)ccc1C=Cc1nc(COc2ncc(CCCCn3ccnn3)cn2)co1. As a reaction SMILES: [CH3:21][C:22]([CH3:23])([O-:24])[CH3:25].[CH3:43][CH2:44][O:45][C:46](=[O:47])[CH3:48].[Cl:27][c:28]1[n:29][cH:30][c:31]([CH2:34][CH2:35][CH2:36][CH2:37][n:38]2[n:39][n:40][cH:41][cH:42]2)[cH:32][n:33]1.[F:1][c:2]1[c:3]([CH:12]=[CH:13][c:14]2[o:15][cH:16][c:17]([CH2:19][OH:20])[n:18]2)[cH:4][cH:5][c:6]([C:8]([F:9])([F:10])[F:11])[cH:7]1.[Na+:26].[O:49]1[CH2:50][CH2:51][CH2:52][CH2:53]1>>[F:1][c:2]1[c:3]([CH:12]=[CH:13][c:14]2[o:15][cH:16][c:17]([CH2:19][O:20][c:28]3[n:29][cH:30][c:31]([CH2:34][CH2:35][CH2:36][CH2:37][n:38]4[n:39][n:40][cH:41][cH:42]4)[cH:32][n:33]3)[n:18]2)[cH:4][cH:5][c:6]([C:8]([F:9])([F:10])[F:11])[cH:7]1. The reactants are C([O-])([O-])=O.[K+].[K+] (Potassium carbonate), CN(C)C=O (DMF), C1(CC1)COC=1C=CC(=C2C(C(=CNC12)I)=O)F (8-cyclopropylmethoxy-5-fluoro-3-iodo-1H-quinolin-4-one), C(C)I (Ethyl iodide). Solvent: O (water). Reaction conditions: time 15 minute. Yields the product C1(CC1)COC=1C=CC(=C2C(C(=CN(C12)CC)I)=O)F (8-cyclopropylmethoxy-1-ethyl-5-fluoro-3-iodo-1H-quinolin-4-one). Yield: 76.6%. Reaction SMILES: C(=O)([O-])[O-].[K+].[K+].CN(C=O)C.[CH:12]1([CH2:15][O:16][C:17]2[CH:18]=[CH:19][C:20]([F:29])=[C:21]3[C:26]=2[NH:25][CH:24]=[C:23]([I:27])[C:22]3=[O:28])[CH2:14][CH2:13]1.[CH2:30](I)[CH3:31]>O>[CH:12]1([CH2:15][O:16][C:17]2[CH:18]=[CH:19][C:20]([F:29])=[C:21]3[C:26]=2[N:25]([CH2:30][CH3:31])[CH:24]=[C:23]([I:27])[C:22]3=[O:28])[CH2:13][CH2:14]1 |f:0.1.2|. Procedure: Potassium carbonate (450 mg, 3.26 mmol) was added to a DMF solution (5 ml) of 8-cyclopropylmethoxy-5-fluoro-3-iodo-1H-quinolin-4-one (910 mg, 2.53 mmol). The mixture was stirred for 15 minutes at room temperature. Ethyl iodide (0.31 ml, 3.87 mmol) was added thereto, and the resulting mixture was stirred at 60° C. for 2 hours. After the reaction mixture was cooled to room temperature, water was added, and the resulting mixture was extracted with ethyl acetate. The organic layer was concentrated u... The reactants are Cc1cc(F)c(C(=O)NC2CC2)cc1Br, CC(C)O, CC1(C)OB(c2ccc(C(=O)NCC3CC3)cc2)OC1(C)C, c1ccc(P(c2ccccc2)(c2ccccc2)[Pd](P(c2ccccc2)(c2ccccc2)c2ccccc2)(P(c2ccccc2)(c2ccccc2)c2ccccc2)P(c2ccccc2)(c2ccccc2)c2ccccc2)cc1. Product: Cc1cc(F)c(C(=O)NC2CC2)cc1-c1ccc(C(=O)NCC2CC2)cc1. As a reaction SMILES: [Br:1][c:2]1[c:3]([CH3:15])[cH:4][c:5]([F:14])[c:6]([C:7](=[O:8])[NH:9][CH:10]2[CH2:11][CH2:12]2)[cH:13]1.[CH3:38][CH:39]([OH:40])[CH3:41].[CH:16]1([CH2:19][NH:20][C:21]([c:22]2[cH:23][cH:24][c:25]([B:28]3[O:29][C:30]([CH3:31])([CH3:32])[C:33]([CH3:34])([CH3:35])[O:36]3)[cH:26][cH:27]2)=[O:37])[CH2:17][CH2:18]1.[cH:42]1[cH:43][cH:44][c:45]([P:46]([Pd:47]([P:48]([c:49]2[cH:50][cH:51][cH:52][cH:53][cH:54]2)([c:55]2[cH:56][cH:57][cH:58][cH:59][cH:60]2)[c:61]2[cH:62][cH:63][cH:64][cH:65][cH:66]2)([P:67]([c:68]2[cH:69][cH:70][cH:71][cH:72][cH:73]2)([c:74]2[cH:75][cH:76][cH:77][cH:78][cH:79]2)[c:80]2[cH:81][cH:82][cH:83][cH:84][cH:85]2)[P:86]([c:87]2[cH:88][cH:89][cH:90][cH:91][cH:92]2)([c:93]2[cH:94][cH:95][cH:96][cH:97][cH:98]2)[c:99]2[cH:100][cH:101][cH:102][cH:103][cH:104]2)([c:105]2[cH:106][cH:107][cH:108][cH:109][cH:110]2)[c:111]2[cH:112][cH:113][cH:114][cH:115][cH:116]2)[cH:117][cH:118]1>>[c:2]1(-[c:25]2[cH:24][cH:23][c:22]([C:21]([NH:20][CH2:19][CH:16]3[CH2:17][CH2:18]3)=[O:37])[cH:27][cH:26]2)[c:3]([CH3:15])[cH:4][c:5]([F:14])[c:6]([C:7](=[O:8])[NH:9][CH:10]2[CH2:11][CH2:12]2)[cH:13]1. The reactants are CC1(NC(CCC1)(C)C)C (2,2,6,6-tetramethylpiperidine), [OH-].[Ca+2].[OH-] (calcium hydroxide), ClCl (chlorine), ClCl (chlorine). Run in O (water). Conditions: temperature 5 celsius, time 1.5 hour. Product: ClN1C(CCCC1(C)C)(C)C (1-chloro-2,2,6,6-tetramethylpiperidine). As a reaction SMILES: [CH3:1][C:2]1([CH3:10])[CH2:7][CH2:6][CH2:5][C:4]([CH3:9])([CH3:8])[NH:3]1.[OH-].[Ca+2].[OH-].[Cl:14]Cl>O>[Cl:14][N:3]1[C:4]([CH3:9])([CH3:8])[CH2:5][CH2:6][CH2:7][C:2]1([CH3:10])[CH3:1] |f:1.2.3|. Procedure: 20 g of 2,2,6,6-tetramethylpiperidine are mixed with water and 6.42 g, 0.6 eq., of calcium hydroxide, and the suspension is cooled to 5° C. Over a period of 1.5 hours, 10.8 g, 1.1 eq. of chlorine gas are introduced, then nitrogen gas is used to drive out the excess chlorine and the mixture is warmed to RT. After separating the phases, washing the aqueous phase with 25 ml of dichloromethane, drying the combined organic phases with magnesium sulphate and distilling off the dichloromethane in vacuo... Reactants: C(C=C)C1=CC(=C(C=C1)O)C1=C(C=CC(=C1)CC=C)OCCCl (4-allyl-2-[5allyl-2-(2-chloroethoxy)phenyl]phenol), [I-].[Na+] (sodium iodide), C(C)NCC (diethylamine). The product is C(C=C)C1=CC(=C(C=C1)O)C1=C(C=CC(=C1)CC=C)OCCN(CC)CC (4-allyl-2-{5-allyl-2-[2- (N, N-diethyl-amino)ethoxy]phenyl}phenol). As a reaction SMILES: [CH2:1]([C:4]1[CH:9]=[CH:8][C:7]([OH:10])=[C:6]([C:11]2[CH:16]=[C:15]([CH2:17][CH:18]=[CH2:19])[CH:14]=[CH:13][C:12]=2[O:20][CH2:21][CH2:22]Cl)[CH:5]=1)[CH:2]=[CH2:3].[I-].[Na+].[CH2:26]([NH:28][CH2:29][CH3:30])[CH3:27]>>[CH2:1]([C:4]1[CH:9]=[CH:8][C:7]([OH:10])=[C:6]([C:11]2[CH:16]=[C:15]([CH2:17][CH:18]=[CH2:19])[CH:14]=[CH:13][C:12]=2[O:20][CH2:21][CH2:22][N:28]([CH2:29][CH3:30])[CH2:26][CH3:27])[CH:5]=1)[CH:2]=[CH2:3] |f:1.2|. Procedure details: A mixture was prepared by mixing 0.5 g of 4-allyl-2-[5allyl-2-(2-chloroethoxy)phenyl]phenol and 1.5 g of sodium iodide with 20 ml of acetonitryl. The mixture was refluxed by heating for 4 hours with stirring, 1 ml of diethylamine was added thereinto, refluxed for 3 hours with stirring and concentrated. The concentrate, wherein water solution of sodium hydrogencarbonate was added, was extracted with chloroform, dried with sodium sulfate and concentrated. The concentrate was purified by a silica g...